From a dataset of the Open Reaction Database (ORD), a public repository of structured organic reaction records. describe an organic reaction: reactants, conditions, products, and yield Starting materials: OCCNS(=O)(=O)C1=CC=C(C=C1)C=1C=2C3=C(C(NC2C=CC1OC)=O)SC=C3 (N-(2-hydroxyethyl)-4-(8-methoxy-4-oxo-4,5-dihydrothieno[2,3-c]quinolin-9-yl)benzenesulfonamide), CCN(CC)S(F)(F)F (DAST). Solvent: C(Cl)Cl (methylene chloride), C1CCOC1 (THF). Reaction conditions: temperature -78 celsius, time 2 hour. Product: FCCNS(=O)(=O)C1=CC=C(C=C1)C=1C=2C3=C(C(NC2C=CC1OC)=O)SC=C3 (N-(2-Fluoroethyl)-4-(8-methoxy-4-oxo-4,5-dihydrothieno[2,3-c]quinolin-9-yl)benzenesulfonamide). Isolated yield 74.3%. RXN SMILES: O[CH2:2][CH2:3][NH:4][S:5]([C:8]1[CH:13]=[CH:12][C:11]([C:14]2[C:15]3[C:16]4[CH:29]=[CH:28][S:27][C:17]=4[C:18](=[O:26])[NH:19][C:20]=3[CH:21]=[CH:22][C:23]=2[O:24][CH3:25])=[CH:10][CH:9]=1)(=[O:7])=[O:6].CCN(S(F)(F)[F:36])CC>C(Cl)Cl.C1COCC1>[F:36][CH2:2][CH2:3][NH:4][S:5]([C:8]1[CH:13]=[CH:12][C:11]([C:14]2[C:15]3[C:16]4[CH:29]=[CH:28][S:27][C:17]=4[C:18](=[O:26])[NH:19][C:20]=3[CH:21]=[CH:22][C:23]=2[O:24][CH3:25])=[CH:10][CH:9]=1)(=[O:7])=[O:6]. Procedure: To a solution of N-(2-hydroxyethyl)-4-(8-methoxy-4-oxo-4,5-dihydrothieno[2,3-c]quinolin-9-yl)benzenesulfonamide (120 mg, 0.28 mmol) in methylene chloride (10 mL) and THF (6 mL) under nitrogen at −78° C. was added DAST (89 mg, 0.56 mmol) and the reaction mixture was stirred at −78° C. for 2 h and warmed to room temperature and stirred for 16 h. The reaction mixture was concentrated and the residue was purified by column chromatography (silica gel, ethyl acetate/hexanes gradient). The resulting cr... Reactants: C1=CC=CC=2C3C4=CC=CC=C4C(C12)(C3)CN3CCC(CC3)(O)C=3C=NC=C(C3)C31OCC(CO3)(CO1)C (1-(9,10-dihydro-9,10-methanoanthracen-9-ylmethyl)-4-(5-(4-methyl-2,6,7-trioxabicyclo[2.2.2]oct-1-yl)-3-pyridyl)piperidin-4-ol), S(O)(O)(=O)=O (sulfuric acid), [OH-].[Na+] (NaOH). The solvent is CO (methanol). Reaction conditions: time 24 hour. Yields the product C1=CC=CC=2C3C4=CC=CC=C4C(C12)(C3)CN3CCC(CC3)(O)C=3C=NC=C(C3)C(=O)OC (1-(9,10-Dihydro-9,10-methanoanthracen-9-ylmethyl)-4-(5-(methoxycarbonyl)-3-pyridyl)piperidin-4-ol). Isolated yield 66.9%. As a reaction SMILES: [CH:1]1[C:14]2[C:13]3([CH2:16][N:17]4[CH2:22][CH2:21][C:20]([C:24]5[CH:25]=[N:26][CH:27]=[C:28]([C:30]67OCC(C)(C[O:35]6)[CH2:32][O:31]7)[CH:29]=5)([OH:23])[CH2:19][CH2:18]4)[CH2:15][CH:6]([C:7]4[C:12]3=[CH:11][CH:10]=[CH:9][CH:8]=4)[C:5]=2[CH:4]=[CH:3][CH:2]=1.S(=O)(=O)(O)O.[OH-].[Na+]>CO>[CH:11]1[C:12]2[C:13]3([CH2:16][N:17]4[CH2:22][CH2:21][C:20]([C:24]5[CH:25]=[N:26][CH:27]=[C:28]([C:30]([O:31][CH3:32])=[O:35])[CH:29]=5)([OH:23])[CH2:19][CH2:18]4)[CH2:15][CH:6]([C:5]4[C:14]3=[CH:1][CH:2]=[CH:3][CH:4]=4)[C:7]=2[CH:8]=[CH:9][CH:10]=1 |f:2.3|. Procedure: To a heterogeneous solution of 1-(9,10-dihydro-9,10-methanoanthracen-9-ylmethyl)-4-(5-(4-methyl-2,6,7-trioxabicyclo[2.2.2]oct-1-yl)-3-pyridyl)piperidin-4-ol (0.970 g, 1.90 mmol) in methanol (5 mL) under nitrogen was added sulfuric acid (0.21 mL, 2 eq). The suspension dissolved as the acid was added. The reaction was stirred for 24 h and basified with 2.5N NaOH (25 mL). The aqueous phase was extracted with ethyl acetate (3×20 mL). Combined organic extracts were dried over anhydrous magnesium sulf... Starting materials: Amidine, ClP(C(C)C)C(C)C (chlorodiisopropylphosphine), C(C)(C)(C)C1=C(C=CC=C1)NC(C1=CC=C(C=C1)C)=N (N1-(2-tert-butylphenyl)-4-methylbenzamidine), C(CCC)[Li] (butyllithium). The product is C(C)(C)(C)C1=C(C=CC=C1)NC(C1=CC=C(C=C1)C)=NP(C(C)C)C(C)C (N1-(2-tert-butylphenyl)-N2-(diisopropylphosphino)-4-methyl-benzamidine). Reaction SMILES: [C:1]([C:5]1[CH:10]=[CH:9][CH:8]=[CH:7][C:6]=1[NH:11][C:12](=[NH:20])[C:13]1[CH:18]=[CH:17][C:16]([CH3:19])=[CH:15][CH:14]=1)([CH3:4])([CH3:3])[CH3:2].C([Li])CCC.Cl[P:27]([CH:31]([CH3:33])[CH3:32])[CH:28]([CH3:30])[CH3:29]>>[C:1]([C:5]1[CH:10]=[CH:9][CH:8]=[CH:7][C:6]=1[NH:11][C:12](=[N:20][P:27]([CH:31]([CH3:33])[CH3:32])[CH:28]([CH3:30])[CH3:29])[C:13]1[CH:18]=[CH:17][C:16]([CH3:19])=[CH:15][CH:14]=1)([CH3:4])([CH3:3])[CH3:2]. Reported procedure: Procedure as described for NP Amidine I using the following amounts: 1.33 g of N1-(2-tert-butylphenyl)-4-methylbenzamidine (Amidine VI, 5.0 mmol), 2.50 mL of 2.0 M butyllithium (5.0 mmol), 0.80 mL chlorodiisopropylphosphine (5.0 mmol). After filtration to remove lithium chloride and removal of solvent, a yellow semi-solid was isolated (1.9 g, 100%).